From a dataset of the Open Reaction Database (ORD), a public repository of structured organic reaction records. describe an organic reaction: reactants, conditions, products, and yield Starting materials: [OH-].[Na+] (sodium hydroxide), COC(C1=CC(=CC=C1)C(=O)N1[C@@H](CCCC1)CNC1=NC2=CC(=C(C=C2N=C1)F)F)=O (3-(1-{(S)-2-[(6,7-Difluoro-quinoxalin-2-ylamino)-methyl]-piperidin-1-yl}-methanoyl)-benzoic acid methyl ester), [OH-].[Na+] (sodium hydroxide). Solvent: O (water), CO (methanol). Run at time 12 hour. Yields the product FC=1C=C2N=CC(=NC2=CC1F)NC[C@H]1N(CCCC1)C(=O)C=1C=C(C(=O)O)C=CC1 (3-(1-{(S)-2-[(6,7-Difluoro-quinoxalin-2-ylamino)-methyl]-piperidin-1-yl}-methanoyl)-benzoic acid). Yield: 95.6%. RXN SMILES: C[O:2][C:3](=[O:32])[C:4]1[CH:9]=[CH:8][CH:7]=[C:6]([C:10]([N:12]2[CH2:17][CH2:16][CH2:15][CH2:14][C@H:13]2[CH2:18][NH:19][C:20]2[CH:29]=[N:28][C:27]3[C:22](=[CH:23][C:24]([F:31])=[C:25]([F:30])[CH:26]=3)[N:21]=2)=[O:11])[CH:5]=1.[OH-].[Na+]>CO.O>[F:30][C:25]1[CH:26]=[C:27]2[C:22](=[CH:23][C:24]=1[F:31])[N:21]=[C:20]([NH:19][CH2:18][C@@H:13]1[CH2:14][CH2:15][CH2:16][CH2:17][N:12]1[C:10]([C:6]1[CH:5]=[C:4]([CH:9]=[CH:8][CH:7]=1)[C:3]([OH:32])=[O:2])=[O:11])[CH:29]=[N:28]2 |f:1.2|. Procedure: 3-(1-{(S)-2-[(6,7-Difluoro-quinoxalin-2-ylamino)-methyl]-piperidin-1-yl}-methanoyl)-benzoic acid methyl ester (0.5 g) was dissolved in methanol (15 ml) and treated with 1M sodium hydroxide (1.7 ml). The reaction mixture was stirred for 12 h, additional 1M sodium hydroxide (1.7 ml) added and stirring continued for a further 24 h. The reaction mixture was diluted with water and washed with ethyl acetate. The aqueous phase was acidified with 2M hydrochloric acid and extracted with ethyl acetate (×3... Starting materials: C(C)(C)(C)C1=CC(=C(C(=O)NC=2C=C(C=CC2)C2N(CCC2)C(=O)OC(C)(C)C)C=C1)OC ((±)-2-[3-(4-tert-butyl-2-methoxy-benzoylamino)-phenyl]-1-(tert-butyloxycarbonyl)-pyrrolidine). Run in CO (methanol), Cl (HCl). Conditions: time 18 hour. Product: C(C)(C)(C)C1=CC(=C(C(=O)NC2=CC(=CC=C2)C2NCCC2)C=C1)OC ((±)-4-tert-Butyl-2-methoxy-N-(3-pyrrolidin-2-yl-phenyl)-benzamide). Yield: 109.5%. Reaction SMILES: [C:1]([C:5]1[CH:31]=[CH:30][C:8]([C:9]([NH:11][C:12]2[CH:13]=[C:14]([CH:18]3[CH2:22][CH2:21][CH2:20][N:19]3C(OC(C)(C)C)=O)[CH:15]=[CH:16][CH:17]=2)=[O:10])=[C:7]([O:32][CH3:33])[CH:6]=1)([CH3:4])([CH3:3])[CH3:2]>CO.Cl>[C:1]([C:5]1[CH:31]=[CH:30][C:8]([C:9]([NH:11][C:12]2[CH:17]=[CH:16][CH:15]=[C:14]([CH:18]3[CH2:22][CH2:21][CH2:20][NH:19]3)[CH:13]=2)=[O:10])=[C:7]([O:32][CH3:33])[CH:6]=1)([CH3:4])([CH3:2])[CH3:3]. Procedure: A solution of (±)-2-[3-(4-tert-butyl-2-methoxy-benzoylamino)-phenyl]-1-(tert-butyloxycarbonyl)-pyrrolidine (0.034 g) in methanol (3 mL) and 5M HCl (2 mL) was allowed to stir at room temperature for 18 h. Evaporation in vacuo gave the title compound as a colourless solid (0.029 g). Starting materials: CC=1C=C2C3=C(NC2=CC1)CC1CCC3N1 (2-methyl-5,6,7,8,9,10-hexahydro-7,10-epiminocyclohepta[b]indole), C(#C)C=1C=CC(=NC1)C (5-ethynyl-2-methylpyridine). The product is CC=1C=C2C3=C(N(C2=CC1)\C=C/C=1C=NC(=CC1)C)C[C@H]1CC[C@@H]3N1 ((7R,10S)-2-methyl-5-[(Z)-2-(6-methylpyridin-3-yl)vinyl]-5,6,7,8,9,10-hexahydro-7,10-epiminocyclohepta[b]indole). Reaction SMILES: [CH3:1][C:2]1[CH:3]=[C:4]2[C:8](=[CH:9][CH:10]=1)[NH:7][C:6]1[CH2:11][CH:12]3[NH:16][CH:15]([C:5]2=1)[CH2:14][CH2:13]3.[C:17]([C:19]1[CH:20]=[CH:21][C:22]([CH3:25])=[N:23][CH:24]=1)#[CH:18]>>[CH3:1][C:2]1[CH:3]=[C:4]2[C:8](=[CH:9][CH:10]=1)[N:7](/[CH:18]=[CH:17]\[C:19]1[CH:24]=[N:23][C:22]([CH3:25])=[CH:21][CH:20]=1)[C:6]1[CH2:11][C@@H:12]3[NH:16][C@H:15]([C:5]2=1)[CH2:14][CH2:13]3. Procedure details: The coupling of 2-methyl-5,6,7,8,9,10-hexahydro-7,10-epiminocyclohepta[b]indole (212 mg, 1.00 mmol; Example 4A) and 5-ethynyl-2-methylpyridine (586 mg, 5.00 mmol; International Publication No. WO2005090333) was performed as described in Example 20 to afford the racemate of the title compound. The individual enantiomers were separated by preparative chiral supercritical fluid chromatography (ChiralPak® OD-H 5 μm column, 21×250 mm, 35° C., 10-50% gradient of CH3OH—CO2 containing 0.1% diethylamine)... Starting materials: CN(S(=O)(=O)CC1=C(C=CC=C1)S(=O)(=O)N)C (2-[(dimethylamino)sulfonylmethyl]benzenesulfonamide), C(CCC)N=C=O (n-butyl isocyanate), liquid, C(=O)(Cl)Cl (phosgene). Reagents/catalysts: C1CN2CCN1CC2 (DABCO). Solvent: xylenes. Reaction conditions: time 0.5 hour. Product: CN(S(=O)(=O)CC1=C(C=CC=C1)S(=O)(=O)N=C=O)C (2-[(dimethylamino)sulfonylmethyl]benzenesulfonyl isocyanate). Yield: 104.5%. RXN SMILES: [CH3:1][N:2]([CH3:17])[S:3]([CH2:6][C:7]1[CH:12]=[CH:11][CH:10]=[CH:9][C:8]=1[S:13]([NH2:16])(=[O:15])=[O:14])(=[O:5])=[O:4].C(N=[C:23]=[O:24])CCC.C(Cl)(Cl)=O>C1N2CCN(CC2)C1>[CH3:1][N:2]([CH3:17])[S:3]([CH2:6][C:7]1[CH:12]=[CH:11][CH:10]=[CH:9][C:8]=1[S:13]([N:16]=[C:23]=[O:24])(=[O:15])=[O:14])(=[O:5])=[O:4]. Procedure: A solution of 14.0 g of the product of Example 4, 5.0 g of n-butyl isocyanate and 0.1 g of DABCO in 90 ml of mixed xylenes was heated to 136°. To this solution was added 3.6 ml of liquid phosgene over a 2 hour period to maintain the temperature between 125° and 136°. The temperature was kept at 130° for 1/2 hour after the addition. The solution was cooled, and filtered under a nitrogen atmosphere and concentrated at 60°-70° in vacuo to give 16.0 g of crude 2-[(dimethylamino)sulfonylmethyl]benzen... The reactants are C1CCOC1, Cc1ccccc1, C[Si](C)(C)CCOC(=O)c1ccc2c(c1)C(=O)CC2. Product: C[Si](C)(C)CCOC(=O)c1ccc2c(c1)C(O)CC2. As a reaction SMILES: [CH2:27]1[O:28][CH2:29][CH2:30][CH2:31]1.[CH3:20][c:21]1[cH:22][cH:23][cH:24][cH:25][cH:26]1.[O:1]=[C:2]1[CH2:3][CH2:4][c:5]2[cH:6][cH:7][c:8]([C:11](=[O:12])[O:13][CH2:14][CH2:15][Si:16]([CH3:17])([CH3:18])[CH3:19])[cH:9][c:10]21>>[OH:1][CH:2]1[CH2:3][CH2:4][c:5]2[cH:6][cH:7][c:8]([C:11](=[O:12])[O:13][CH2:14][CH2:15][Si:16]([CH3:17])([CH3:18])[CH3:19])[cH:9][c:10]21.